From a dataset of the Open Reaction Database (ORD), a public repository of structured organic reaction records. describe an organic reaction: reactants, conditions, products, and yield Reactants: BrC1=CC=C(C=C1)C(C(C)C)(O)C=1N=CN(C1)C(C1=CC=CC=C1)(C1=CC=CC=C1)C1=CC=CC=C1 (1-(4-bromophenyl)-2-methyl-1-(1-trityl-1H-imidazol-4-yl)-1-propanol), C(C)(=O)NC=1C=C(C=CC1)B(O)O (3-(acetylamino)phenylboronic acid). The reagents and catalysts are C=1C=CC(=CC1)[P](C=2C=CC=CC2)(C=3C=CC=CC3)[Pd]([P](C=4C=CC=CC4)(C=5C=CC=CC5)C=6C=CC=CC6)([P](C=7C=CC=CC7)(C=8C=CC=CC8)C=9C=CC=CC9)[P](C=1C=CC=CC1)(C=1C=CC=CC1)C=1C=CC=CC1 (tetrakis(triphenylphosphine)palladium(0)). Yields the product OC(C(C)C)(C=1N=CN(C1)C(C1=CC=CC=C1)(C1=CC=CC=C1)C1=CC=CC=C1)C1=CC=C(C=C1)C1=CC(=CC=C1)NC(C)=O (N-{4′-[1-hydroxy-2-methyl-1-(1-trityl-1H-imidazol-4-yl)propyl][1,1′-biphenyl]-3-yl}acetamide). The yield is 96.1%. As a reaction SMILES: Br[C:2]1[CH:7]=[CH:6][C:5]([C:8]([C:13]2[N:14]=[CH:15][N:16]([C:18]([C:31]3[CH:36]=[CH:35][CH:34]=[CH:33][CH:32]=3)([C:25]3[CH:30]=[CH:29][CH:28]=[CH:27][CH:26]=3)[C:19]3[CH:24]=[CH:23][CH:22]=[CH:21][CH:20]=3)[CH:17]=2)([OH:12])[CH:9]([CH3:11])[CH3:10])=[CH:4][CH:3]=1.[C:37]([NH:40][C:41]1[CH:42]=[C:43](B(O)O)[CH:44]=[CH:45][CH:46]=1)(=[O:39])[CH3:38]>C1C=CC([P]([Pd]([P](C2C=CC=CC=2)(C2C=CC=CC=2)C2C=CC=CC=2)([P](C2C=CC=CC=2)(C2C=CC=CC=2)C2C=CC=CC=2)[P](C2C=CC=CC=2)(C2C=CC=CC=2)C2C=CC=CC=2)(C2C=CC=CC=2)C2C=CC=CC=2)=CC=1>[OH:12][C:8]([C:5]1[CH:6]=[CH:7][C:2]([C:45]2[CH:44]=[CH:43][CH:42]=[C:41]([NH:40][C:37](=[O:39])[CH3:38])[CH:46]=2)=[CH:3][CH:4]=1)([C:13]1[N:14]=[CH:15][N:16]([C:18]([C:31]2[CH:36]=[CH:35][CH:34]=[CH:33][CH:32]=2)([C:25]2[CH:30]=[CH:29][CH:28]=[CH:27][CH:26]=2)[C:19]2[CH:24]=[CH:23][CH:22]=[CH:21][CH:20]=2)[CH:17]=1)[CH:9]([CH3:11])[CH3:10] |^1:53,55,74,93|. Procedure details: By the reaction in the same manner as in Example 4-(ii) using 1-(4-bromophenyl)-2-methyl-1-(1-trityl-1H-imidazol-4-yl)-1-propanol (1.04 g), 3-(acetylamino)phenylboronic acid (571 mg) and tetrakis(triphenylphosphine)palladium(0) (301 mg), the title compound (1.10 g) was obtained as a pale-yellow amorphous powder.